This data is from the Open Reaction Database (ORD), a public repository of structured organic reaction records. The task is: describe an organic reaction: reactants, conditions, products, and yield Starting materials: O (water), [OH-].[Na+] (sodium hydroxide), N1([C@H](C(=O)N[C@@H](CC2=CC=CC=C2)C(=O)N[C@@H](CC2=CNC=N2)C(=O)OC)CCC1)C(=O)OCC1=CC=CC=C1 (Z-Pro-Phe-His-OMe), Cl (hydrochloric acid). The solvent is CO (methanol). Run at time 45 minute. The product is N1([C@H](C(=O)N[C@@H](CC2=CC=CC=C2)C(=O)N[C@@H](CC2=CNC=N2)C(=O)O)CCC1)C(=O)OCC1=CC=CC=C1 (Z-Pro-Phe-His-OH). RXN SMILES: O.[OH-].[Na+].[N:4]1([C:34]([O:36][CH2:37][C:38]2[CH:43]=[CH:42][CH:41]=[CH:40][CH:39]=2)=[O:35])[CH2:33][CH2:32][CH2:31][C@H:5]1[C:6]([NH:8][C@H:9]([C:17]([NH:19][C@H:20]([C:27]([O:29]C)=[O:28])[CH2:21][C:22]1[N:26]=[CH:25][NH:24][CH:23]=1)=[O:18])[CH2:10][C:11]1[CH:16]=[CH:15][CH:14]=[CH:13][CH:12]=1)=[O:7].Cl>CO>[N:4]1([C:34]([O:36][CH2:37][C:38]2[CH:43]=[CH:42][CH:41]=[CH:40][CH:39]=2)=[O:35])[CH2:33][CH2:32][CH2:31][C@H:5]1[C:6]([NH:8][C@H:9]([C:17]([NH:19][C@H:20]([C:27]([OH:29])=[O:28])[CH2:21][C:22]1[N:26]=[CH:25][NH:24][CH:23]=1)=[O:18])[CH2:10][C:11]1[CH:12]=[CH:13][CH:14]=[CH:15][CH:16]=1)=[O:7] |f:1.2|. Procedure: 35 ml of water and 5.0 ml of 1N sodium hydroxide solution are added to 1.92 g of Z-Pro-Phe-His-OMe (H. Derwald et al., J. Med. Chem. 7, 50 [1964]) dissolved in 50 ml of methanol. The solution is stirred for 45 minutes at 25° and then neutralised with 5.0 ml of 1N hydrochloric acid. The solvent is removed and the residue is flash-chromatographed over 10 g of silica gel (eluant: chloroform/methanol/concentrated aqueous ammonia solution [5:3:1]; fractions of approximately 15 ml). Fractions 6-13 are... Product: COC=1C(=C(OCCCOC2=C(C3=C(CCC(O3)C(=O)O)C=C2)CCC)C=CC1C=1N=C(NC1)SCC1=CC=CC=C1)CCC (3,4-Dihydro-7-[3-[3-methoxy-4-[2-[(phenylmethyl) thio]-1H-imidazol-4-yl]-2-propylphenoxy]propoxy]-8-propyl-2H-1-benzopyran-2-carboxylic acid). Run in CO.C1CCOC1 (methanol THF), [OH-].[Li+] (lithium hydroxide). Starting materials: COC=1C(=C(OCCCOC2=C(C3=C(CCC(O3)C(=O)OC)C=C2)CCC)C=CC1C=1N=C(NC1)SCC1=CC=CC=C1)CCC (Methyl 3,4-dihydro-7-[3-[3-methoxy-4-[2-[(phenylmethyl)thio]-1H-imidazol-4-yl]-2-propylphenoxy]propoxy]-8-propyl-2H-1-benzopyran-2-carboxylate), Cl.C(C)(=O)OCC (hydrochloric acid ethyl acetate). RXN SMILES: [CH3:1][O:2][C:3]1[C:4]([CH2:44][CH2:45][CH3:46])=[C:5]([CH:28]=[CH:29][C:30]=1[C:31]1[N:32]=[C:33]([S:36][CH2:37][C:38]2[CH:43]=[CH:42][CH:41]=[CH:40][CH:39]=2)[NH:34][CH:35]=1)[O:6][CH2:7][CH2:8][CH2:9][O:10][C:11]1[CH:24]=[CH:23][C:14]2[CH2:15][CH2:16][CH:17]([C:19]([O:21]C)=[O:20])[O:18][C:13]=2[C:12]=1[CH2:25][CH2:26][CH3:27].Cl.C(OCC)(=O)C>CO.C1COCC1.[OH-].[Li+]>[CH3:1][O:2][C:3]1[C:4]([CH2:44][CH2:45][CH3:46])=[C:5]([CH:28]=[CH:29][C:30]=1[C:31]1[N:32]=[C:33]([S:36][CH2:37][C:38]2[CH:39]=[CH:40][CH:41]=[CH:42][CH:43]=2)[NH:34][CH:35]=1)[O:6][CH2:7][CH2:8][CH2:9][O:10][C:11]1[CH:24]=[CH:23][C:14]2[CH2:15][CH2:16][CH:17]([C:19]([OH:21])=[O:20])[O:18][C:13]=2[C:12]=1[CH2:25][CH2:26][CH3:27] |f:1.2,3.4,5.6|. Reported procedure: The compound of Example 7 (12.0 mg, 18.6 μmol) in 1.0 ml of 4:1 methanol/THF and 40 ml of IN lithium hydroxide was stirred at room temperature for 2.5 hours. The reaction mixture was poured into 0.5 N hydrochloric acid/ethyl acetate. The ethyl acetate layer was washed with brine, dried over sodium sulfate, and concentrated under vacuum. Flash chromatography of the residue using 3:1 to 1:1 hexane/ethyl acetate (1% acetic acid) as eluant gave the product; melting point 92-97° C. High resolution ma... Reactants: O1C(CCCC1)O[C@H]1C[C@@H](CC2=CC[C@H]3[C@@H]4CC[C@H]([C@@H](CC#CC(C)(C)OC5OCCCC5)C)[C@]4(CC[C@@H]3[C@@]12C)C)OC1OCCCC1 (1α,3β,25-tris[(tetrahydro-2H-pyran-2-yl)oxyl]-cholest-5-en-23-yne), O.C1(=CC=C(C=C1)S(=O)(=O)O)C (p-toluenesulphonic acid monohydrate), O (water). Solvent: CO (methanol). Conditions: time 1 hour. The product is O[C@H]1C[C@@H](CC2=CC[C@H]3[C@@H]4CC[C@H]([C@@H](CC#CC(C)(C)O)C)[C@]4(CC[C@@H]3[C@@]12C)C)O (1α,3β,25-trihydroxy-cholest-5-en-23yne). Yield: 78.8%. RXN SMILES: O1CCCCC1[O:7][C@@H:8]1[C@@:39]2([CH3:40])[C:12](=[CH:13][CH2:14][C@@H:15]3[C@@H:38]2[CH2:37][CH2:36][C@@:35]2([CH3:41])[C@H:16]3[CH2:17][CH2:18][C@@H:19]2[C@H:20]([CH3:34])[CH2:21][C:22]#[C:23][C:24]([O:27]C2CCCCO2)([CH3:26])[CH3:25])[CH2:11][C@@H:10]([O:42]C2CCCCO2)[CH2:9]1.O.C1(C)C=CC(S(O)(=O)=O)=CC=1.O>CO>[OH:7][C@@H:8]1[C@@:39]2([CH3:40])[C:12](=[CH:13][CH2:14][C@@H:15]3[C@@H:38]2[CH2:37][CH2:36][C@@:35]2([CH3:41])[C@H:16]3[CH2:17][CH2:18][C@@H:19]2[C@H:20]([CH3:34])[CH2:21][C:22]#[C:23][C:24]([OH:27])([CH3:25])[CH3:26])[CH2:11][C@@H:10]([OH:42])[CH2:9]1 |f:1.2|. Procedure: A solution of 1.0 g (1.5 mmol) of 1α,3β,25-tris[(tetrahydro-2H-pyran-2-yl)oxyl]-cholest-5-en-23-yne in 14 ml of methanol was treated with 50 mg of p-toluenesulphonic acid monohydrate, and the mixture was left at room temperature for 1 hour. 16 ml of water was added dropwise while stirring. The separated material was filtered off under suction and dried. After chromatography on 60 g of silica gel with hexane/ether (1:1) and ethyl acetate, there was obtained 0.49 g (79%) of crystalline 1α,3β,25-tr... Reactants: compound 5C, COC1=CC=C(C=C1)N1C(=NC=C1)C=N[S@](=O)C(C)(C)C ((R)-N-((1-(4-methoxyphenyl)-1H-imidazol-2-yl)methylene)-2-methylpropane-2-sulfinamide), ClC1=CC=C(C=C1)C1=C(N=CO1)\C=N\S(=O)C(C)(C)C ((E)-N-((5-(4-chlorophenyl)oxazol-4-yl)methylene)-2-methylpropane-2-sulfinamide), FC=1C=C(C[Mg]Br)C=C(C1)F ((3,5-difluorobenzyl)magnesium bromide). Yields the product ClC1=CC=C(C=C1)C1=C(N=CO1)C(CC1=CC(=CC(=C1)F)F)NS(=O)C(C)(C)C (N-(1-(5-(4-chlorophenyl)oxazol-4-yl)-2-(3,5-difluorophenyl)ethyl)-2-methylpropane-2-sulfinamide). As a reaction SMILES: COC1C=CC(N2C=CN=C2C=N[S@@](C(C)(C)C)=O)=CC=1.[Cl:22][C:23]1[CH:28]=[CH:27][C:26]([C:29]2[O:33][CH:32]=[N:31][C:30]=2/[CH:34]=[N:35]/[S:36]([C:38]([CH3:41])([CH3:40])[CH3:39])=[O:37])=[CH:25][CH:24]=1.[F:42][C:43]1[CH:44]=[C:45]([CH:49]=[C:50]([F:52])[CH:51]=1)[CH2:46][Mg]Br>>[Cl:22][C:23]1[CH:28]=[CH:27][C:26]([C:29]2[O:33][CH:32]=[N:31][C:30]=2[CH:34]([NH:35][S:36]([C:38]([CH3:41])([CH3:40])[CH3:39])=[O:37])[CH2:46][C:45]2[CH:44]=[C:43]([F:42])[CH:51]=[C:50]([F:52])[CH:49]=2)=[CH:25][CH:24]=1. Reported procedure: The title compound was prepared as a mixture of diastereomers according to the method presented for the synthesis of compound 5C and 5D of Example 5 utilizing 33E and (3,5-difluorobenzyl)magnesium bromide. MS (m/z) 438.9 [M+H]+. Reactants: CCOC(C)=O, CCN(C(C)C)C(C)C, Cc1c(Cl)cccc1S(=O)(=O)Cl, ClCCl, Cl, O=C1N(C2CCC(O)CC2)CCC12CCCNC2. Yields the product Cc1c(Cl)cccc1S(=O)(=O)N1CCCC2(CCN(C3CCC(O)CC3)C2=O)C1. As a reaction SMILES: [CH3:44][CH2:45][O:46][C:47](=[O:48])[CH3:49].[CH:32]([N:33]([CH2:34][CH3:35])[CH:36]([CH3:37])[CH3:38])([CH3:39])[CH3:40].[Cl:1][c:2]1[c:3]([CH3:12])[c:4]([S:8](=[O:9])(=[O:10])[Cl:11])[cH:5][cH:6][cH:7]1.[Cl:41][CH2:42][Cl:43].[ClH:13].[OH:14][CH:15]1[CH2:16][CH2:17][CH:18]([N:21]2[C:22](=[O:31])[C:23]3([CH2:24][CH2:25]2)[CH2:26][NH:27][CH2:28][CH2:29][CH2:30]3)[CH2:19][CH2:20]1>>[Cl:1][c:2]1[c:3]([CH3:12])[c:4]([S:8](=[O:9])(=[O:10])[N:27]2[CH2:26][C:23]3([C:22](=[O:31])[N:21]([CH:18]4[CH2:17][CH2:16][CH:15]([OH:14])[CH2:20][CH2:19]4)[CH2:25][CH2:24]3)[CH2:30][CH2:29][CH2:28]2)[cH:5][cH:6][cH:7]1.